This data is from the Open Reaction Database (ORD), a public repository of structured organic reaction records. The task is: describe an organic reaction: reactants, conditions, products, and yield The reactants are [H-].[H-].[H-].[H-].[Li+].[Al+3] (LiAlH4), solution, C(C1=CC=CC=C1)OC(=O)NC1=CC(=C(C=C1)/C=C/C(=O)OC)F (methyl (2E)-3-(4-{[(benzyloxy)carbonyl]amino}-2-fluorophenyl)acrylate). The solvent is C1CCOC1 (THF), TBF. Run at temperature -20 celsius, time 15 minute. Product: FC=1C=C(C=CC1\C=C\CO)NC(OCC1=CC=CC=C1)=O (benzyl 3-fluoro-4-[(1E)-3-hydroxyprop-1-enyl]phenylcarbamate). As a reaction SMILES: [H-].[H-].[H-].[H-].[Li+].[Al+3].[CH2:7]([O:14][C:15]([NH:17][C:18]1[CH:23]=[CH:22][C:21](/[CH:24]=[CH:25]/[C:26](OC)=[O:27])=[C:20]([F:30])[CH:19]=1)=[O:16])[C:8]1[CH:13]=[CH:12][CH:11]=[CH:10][CH:9]=1>C1COCC1>[F:30][C:20]1[CH:19]=[C:18]([NH:17][C:15](=[O:16])[O:14][CH2:7][C:8]2[CH:13]=[CH:12][CH:11]=[CH:10][CH:9]=2)[CH:23]=[CH:22][C:21]=1/[CH:24]=[CH:25]/[CH2:26][OH:27] |f:0.1.2.3.4.5|. Procedure: A THF solution of LiAlH4 (10.2 mL of a 1.0 M solution, 10.2 mmol) was added to a cooled (−78° C.) solution of methyl (2E)-3-(4-{[(benzyloxy)carbonyl]amino}-2-fluorophenyl)acrylate (3.35 g, 10.2 mmol) in TBF (50 mL). The solution was allowed to warm slowly to −20° C. and maintained at that temperature for 2 hours. The reaction mixture was quenched by slow addition of saturated NH4Cl and then treated with 30 mL of dilute citric acid. The resulting solution was stirred for 15 minutes and then extra... Starting materials: CC(=O)OC(C)c1cncc(Br)c1, CO, [K+], [K+], O=C([O-])[O-]. The product is CC(O)c1cncc(Br)c1. As a reaction SMILES: [C:1](=[O:2])([CH3:3])[O:4][CH:5]([CH3:6])[c:7]1[cH:8][n:9][cH:10][c:11]([Br:13])[cH:12]1.[CH3:20][OH:21].[K+:14].[K+:15].[O-:16][C:17]([O-:18])=[O:19]>>[OH:4][CH:5]([CH3:6])[c:7]1[cH:8][n:9][cH:10][c:11]([Br:13])[cH:12]1. Starting materials: C(CCC)OCCCCOC1=C(C(=C(C=C1)C1=CC=C(C=C1)C(=O)O)F)F (4′-(4-Butoxybutoxy)-2′,3′-difluorobiphenyl-4-carboxylic acid), C(C1=CC=CC=C1)OC1=CC=C(C(=O)O[C@H](CCCCCC)C(F)(F)F)C=C1 ([R]-1-Trifluoromethylheptyl 4-Benzyloxybenzoate), CN(C)C1=NC=CC=C1 (DMAP). The solvent is C1CCOC1 (THF), C(C)(C)N=C=NC(C)C (DIC). Run at time 24 hour. The product is FC([C@@H](CCCCCC)OC(=O)C1=CC=C(C=C1)OC(=O)C1=CC=C(C=C1)C1=C(C(=C(C=C1)OCCCCOCCCCC)F)F)(F)F (2′,3′-Difluoro-4′-(4-pentyloxybutoxy)-biphenyl-4-carboxylic acid 4-[(R)-1-trifluoromethylheptyloxycarbonyl]-phenyl ester). The yield is 65.0%. RXN SMILES: [CH2:1]([O:5][CH2:6][CH2:7][CH2:8][CH2:9][O:10][C:11]1[CH:16]=[CH:15][C:14]([C:17]2[CH:22]=[CH:21][C:20]([C:23]([OH:25])=[O:24])=[CH:19][CH:18]=2)=[C:13]([F:26])[C:12]=1[F:27])[CH2:2][CH2:3][CH3:4].C(O[C:36]1[CH:55]=[CH:54][C:39]([C:40]([O:42][C@@H:43]([C:50]([F:53])([F:52])[F:51])[CH2:44][CH2:45][CH2:46][CH2:47][CH2:48][CH3:49])=[O:41])=[CH:38][CH:37]=1)C1C=CC=CC=1.[CH3:56]N(C1C=CC=CN=1)C>C1COCC1.C(N=C=NC(C)C)(C)C>[F:51][C:50]([F:52])([F:53])[C@H:43]([O:42][C:40]([C:39]1[CH:38]=[CH:37][C:36]([O:24][C:23]([C:20]2[CH:19]=[CH:18][C:17]([C:14]3[CH:15]=[CH:16][C:11]([O:10][CH2:9][CH2:8][CH2:7][CH2:6][O:5][CH2:1][CH2:2][CH2:3][CH2:4][CH3:56])=[C:12]([F:27])[C:13]=3[F:26])=[CH:22][CH:21]=2)=[O:25])=[CH:55][CH:54]=1)=[O:41])[CH2:44][CH2:45][CH2:46][CH2:47][CH2:48][CH3:49]. Procedure: To a solution of 4′-(4-butoxybutoxy)-2′,3′-difluorobiphenyl-4-carboxylic acid (27) (1 equi.), (4-hydroxybenzoic acid (R)-1-trifluoromethyl-heptyl ester (13, Scheme 7) (1 equi.), and DMAP (dimethylaminopyridine) (0.1 equi.) in THF (25 mL/mmole), DIC (diisopropyl carbodiimide) (1.2 equi.) was added at room temperature. The reaction mixture was stirred at that temperature for 24 h, quenched with water, extracted with ethyl acetate:hexane(1:1), washed with brine, dried over MgSO4, and concentrated i...